From a dataset of the Open Reaction Database (ORD), a public repository of structured organic reaction records. describe an organic reaction: reactants, conditions, products, and yield The reactants are Br, Br, CC(=O)c1cc(C#N)c(N)nc1C, CC(=O)O. Product: Cc1nc(N)c(C#N)cc1C(=O)CBr. As a reaction SMILES: [Br:15].[BrH:14].[C:1]([CH3:2])(=[O:3])[c:4]1[cH:5][c:6]([C:12]#[N:13])[c:7]([NH2:11])[n:8][c:9]1[CH3:10].[CH3:16][C:17](=[O:18])[OH:19]>>[C:1]([CH2:2][Br:14])(=[O:3])[c:4]1[cH:5][c:6]([C:12]#[N:13])[c:7]([NH2:11])[n:8][c:9]1[CH3:10]. The reactants are COC(C1=CC(=C(C=C1)[N+](=O)[O-])O)=O (3-Hydroxy-4-nitro-benzoic acid methyl ester), CC=1C=C(C=CC1)CCO (2-(3-methylphenyl)-ethanol). Yields the product COC(C1=CC(=C(C=C1)[N+](=O)[O-])OCCC=1C=C(C=CC1)C)=O (4-Nitro-3-(2-m-tolyl-ethoxy)-benzoic acid methyl ester). The yield is 86.9%. RXN SMILES: [CH3:1][O:2][C:3](=[O:14])[C:4]1[CH:9]=[CH:8][C:7]([N+:10]([O-:12])=[O:11])=[C:6]([OH:13])[CH:5]=1.[CH3:15][C:16]1[CH:17]=[C:18]([CH2:22][CH2:23]O)[CH:19]=[CH:20][CH:21]=1>>[CH3:1][O:2][C:3](=[O:14])[C:4]1[CH:9]=[CH:8][C:7]([N+:10]([O-:12])=[O:11])=[C:6]([O:13][CH2:23][CH2:22][C:18]2[CH:17]=[C:16]([CH3:15])[CH:21]=[CH:20][CH:19]=2)[CH:5]=1. Procedure: 3-Hydroxy-4-nitro-benzoic acid methyl ester (1.00 g, 5.07 mmol) and 2-(3-methylphenyl)-ethanol (0.829 g, 6.09 mmol) were reacted in analogy to step 1 of example 1 to give 1.39 g of the title compound. The reactants are CC(C)(C)OC(=O)N1CCCC(CNc2cc(Nc3cnc(C#N)cn3)ncc2-n2ccc(C(=O)O)c2)C1, CO. Yields the product N#Cc1cnc(Nc2cc(NCC3CCCNC3)c(-n3ccc(C(=O)O)c3)cn2)cn1. Reaction SMILES: [C:1]([O:2][C:3](=[O:4])[N:8]1[CH2:9][CH:10]([CH2:14][NH:15][c:16]2[c:17](-[n:31]3[cH:32][c:33]([C:36](=[O:37])[OH:38])[cH:34][cH:35]3)[cH:18][n:19][c:20]([NH:22][c:23]3[n:24][cH:25][c:26]([C:29]#[N:30])[n:27][cH:28]3)[cH:21]2)[CH2:11][CH2:12][CH2:13]1)([CH3:5])([CH3:6])[CH3:7].[CH3:39][OH:40]>>[NH:8]1[CH2:9][CH:10]([CH2:14][NH:15][c:16]2[c:17](-[n:31]3[cH:32][c:33]([C:36](=[O:37])[OH:38])[cH:34][cH:35]3)[cH:18][n:19][c:20]([NH:22][c:23]3[n:24][cH:25][c:26]([C:29]#[N:30])[n:27][cH:28]3)[cH:21]2)[CH2:11][CH2:12][CH2:13]1.